This data is from the Open Reaction Database (ORD), a public repository of structured organic reaction records. The task is: describe an organic reaction: reactants, conditions, products, and yield The reactants are OCCCNC(CCCCCCC\C=C/CCCCCCCC)=O (N-(3-Hydroxypropyl)oleamide), CC1(OCC(C(O1)C(=O)NCCC(=O)O)(C)C)C (3-[N-(2,2,5,5-tetramethyl-1,3-dioxane-4-carbonyl)amino]propionic acid). Product: CC1(OCC(C(O1)C(=O)NCCC(=O)OCCCNC(CCCCCCC\C=C/CCCCCCCC)=O)(C)C)C (3-(N-Oleoylamino)propyl 3-[N-(2,2,5,5-tetramethyl-1,3-dioxane-4-carbonyl)amino]propionate). Isolated yield 87.0%. As a reaction SMILES: [OH:1][CH2:2][CH2:3][CH2:4][NH:5][C:6](=[O:24])[CH2:7][CH2:8][CH2:9][CH2:10][CH2:11][CH2:12][CH2:13]/[CH:14]=[CH:15]\[CH2:16][CH2:17][CH2:18][CH2:19][CH2:20][CH2:21][CH2:22][CH3:23].[CH3:25][C:26]1([CH3:42])[O:31][CH:30]([C:32]([NH:34][CH2:35][CH2:36][C:37](O)=[O:38])=[O:33])[C:29]([CH3:41])([CH3:40])[CH2:28][O:27]1>>[CH3:25][C:26]1([CH3:42])[O:31][CH:30]([C:32]([NH:34][CH2:35][CH2:36][C:37]([O:1][CH2:2][CH2:3][CH2:4][NH:5][C:6](=[O:24])[CH2:7][CH2:8][CH2:9][CH2:10][CH2:11][CH2:12][CH2:13]/[CH:14]=[CH:15]\[CH2:16][CH2:17][CH2:18][CH2:19][CH2:20][CH2:21][CH2:22][CH3:23])=[O:38])=[O:33])[C:29]([CH3:41])([CH3:40])[CH2:28][O:27]1. Procedure details: N-(3-Hydroxypropyl)oleamide (3.54 g) and 2.59 g of 3-[N-(2,2,5,5-tetramethyl-1,3-dioxane-4-carbonyl)amino]propionic acid were reacted in the same manner as in Example 15 to obtain 5.05 g of the title compound (yield: 85%)